describe an organic reaction: reactants, conditions, products, and yield From a dataset of the Open Reaction Database (ORD), a public repository of structured organic reaction records. Reactants: ClCC(=O)N1CCC(CC1)CC1=CC=C(C=C1)F (2-chloro-1-[4-(4-fluoro-benzyl)-piperidin-1-yl]-ethanone), NC1=CC2=C(NC(O2)=O)C=C1 (6-amino-3H-benzoxazol-2-one). The solvent is C(C)OCC (diethylether). The product is FC1=CC=C(CC2CCN(CC2)C(CNC2=CC3=C(NC(O3)=O)C=C2)=O)C=C1 (6-{2-[4-(4-Fluoro-benzyl)-piperidin-1-yl]-2-oxo-ethylamino}-3H-benzoxazol-2-one). Reaction SMILES: Cl[CH2:2][C:3]([N:5]1[CH2:10][CH2:9][CH:8]([CH2:11][C:12]2[CH:17]=[CH:16][C:15]([F:18])=[CH:14][CH:13]=2)[CH2:7][CH2:6]1)=[O:4].[NH2:19][C:20]1[CH:29]=[CH:28][C:23]2[NH:24][C:25](=[O:27])[O:26][C:22]=2[CH:21]=1>C(OCC)C>[F:18][C:15]1[CH:16]=[CH:17][C:12]([CH2:11][CH:8]2[CH2:9][CH2:10][N:5]([C:3](=[O:4])[CH2:2][NH:19][C:20]3[CH:29]=[CH:28][C:23]4[NH:24][C:25](=[O:27])[O:26][C:22]=4[CH:21]=3)[CH2:6][CH2:7]2)=[CH:13][CH:14]=1. Reported procedure: The title compound is prepared from 2-chloro-1-[4-(4-fluoro-benzyl)-piperidin-1-yl]-ethanone (Example 197a) and 6-amino-3H-benzoxazol-2-one according to the method described in Example 142b. Melting Point: 202-205° C. (diethylether)